Dataset: the Open Reaction Database (ORD), a public repository of structured organic reaction records. Task: describe an organic reaction: reactants, conditions, products, and yield Starting materials: CCCN(CCN)CCN, Nc1nc(N)c(C(=O)n2ccnc2)nc1Cl, C1CCOC1. Yields the product CCCN(CCN)CCNC(=O)c1nc(Cl)c(N)nc1N. As a reaction SMILES: [NH2:17][CH2:18][CH2:19][N:20]([CH2:21][CH2:22][NH2:23])[CH2:24][CH2:25][CH3:26].[NH2:1][c:2]1[c:3]([C:10](=[O:11])[n:12]2[cH:13][cH:14][n:15][cH:16]2)[n:4][c:5]([Cl:9])[c:6]([NH2:8])[n:7]1.[O:27]1[CH2:28][CH2:29][CH2:30][CH2:31]1>>[NH2:1][c:2]1[c:3]([C:10](=[O:11])[NH:17][CH2:18][CH2:19][N:20]([CH2:21][CH2:22][NH2:23])[CH2:24][CH2:25][CH3:26])[n:4][c:5]([Cl:9])[c:6]([NH2:8])[n:7]1. Starting materials: CCOC(=O)Cl, CCN(C(C)C)C(C)C, CC(C)(C)OC(=O)c1cc2c(N)n[nH]c2s1, C1CCOC1. Product: CCOC(=O)n1nc(N)c2cc(C(=O)OC(C)(C)C)sc21. RXN SMILES: [C:1]([O:2][CH2:3][CH3:4])(=[O:5])[Cl:6].[CH:23]([N:24]([CH:25]([CH3:26])[CH3:27])[CH2:28][CH3:29])([CH3:30])[CH3:31].[NH2:7][c:8]1[c:9]2[c:10]([nH:11][n:12]1)[s:13][c:14]([C:16](=[O:17])[O:18][C:19]([CH3:20])([CH3:21])[CH3:22])[cH:15]2.[O:32]1[CH2:33][CH2:34][CH2:35][CH2:36]1>>[C:1]([O:2][CH2:3][CH3:4])(=[O:5])[n:11]1[c:10]2[c:9]([c:8]([NH2:7])[n:12]1)[cH:15][c:14]([C:16](=[O:17])[O:18][C:19]([CH3:20])([CH3:21])[CH3:22])[s:13]2.